From a dataset of the Open Reaction Database (ORD), a public repository of structured organic reaction records. describe an organic reaction: reactants, conditions, products, and yield Reactants: CSC(=C(C#N)S(=O)(=O)C1=CC(=CC=C1)C(F)(F)F)SC (3,3-bis-methylthio-2-(3-trifluoromethylphenylsulfonyl)acrylonitrile), ClC1=C(C(=CC(=C1)C(F)(F)F)Cl)NN (2,6-dichloro-4-trifluoromethylphenylhydrazine), O (water). The solvent is C(C)O (ethanol). Reaction conditions: time 8 hour. The product is NC1=C(C(=NN1C1=C(C=C(C=C1Cl)C(F)(F)F)Cl)SC)S(=O)(=O)C1=CC(=CC=C1)C(F)(F)F (5-Amino-1-(2,6-dichloro-4-trifluoromethylphenyl)-4-(3-trifluoromethylbenzenesulfonyl)-3-methylthiopyrazole). The yield is 40.2%. As a reaction SMILES: [CH3:1][S:2][C:3](SC)=[C:4]([S:7]([C:10]1[CH:15]=[CH:14][CH:13]=[C:12]([C:16]([F:19])([F:18])[F:17])[CH:11]=1)(=[O:9])=[O:8])[C:5]#[N:6].[Cl:22][C:23]1[CH:28]=[C:27]([C:29]([F:32])([F:31])[F:30])[CH:26]=[C:25]([Cl:33])[C:24]=1[NH:34][NH2:35].O>C(O)C>[NH2:6][C:5]1[N:34]([C:24]2[C:23]([Cl:22])=[CH:28][C:27]([C:29]([F:30])([F:32])[F:31])=[CH:26][C:25]=2[Cl:33])[N:35]=[C:3]([S:2][CH3:1])[C:4]=1[S:7]([C:10]1[CH:15]=[CH:14][CH:13]=[C:12]([C:16]([F:18])([F:19])[F:17])[CH:11]=1)(=[O:9])=[O:8]. Procedure: A suspension of 0.50 g (1.42 mmol) of 3,3-bis-methylthio-2-(3-trifluoromethylphenylsulfonyl)acrylonitrile and 0.35 g (1.42 mmol) of 2,6-dichloro-4-trifluoromethylphenylhydrazine in 10 mL of ethanol was heated at reflux for 2.5 hours, solution occurring as the reaction mixture was warmed. The mixture was stirred overnight at room temperature and was then poured into cold water. The product was extracted into ethyl acetate and the extracts were dried with magnesium sulfate and evaporated. The resi... Reactants: ClC1=CC=C(C=C1)[C@@H]1CC[C@H](CC1)C=COC (1-chloro-4-[trans-4-(2-methoxyvinyl)cyclohexyl]-benzene). Run in O1CCCC1 (tetrahydrofuran), Cl (hydrochloric acid). The product is ClC1=CC=C(C=C1)[C@@H]1CC[C@H](CC1)CC=O ([trans-4-(4-chlorophenyl)cyclohexyl]acetaldehyde). Yield: 97.5%. As a reaction SMILES: [Cl:1][C:2]1[CH:7]=[CH:6][C:5]([C@H:8]2[CH2:13][CH2:12][C@H:11]([CH:14]=[CH:15][O:16]C)[CH2:10][CH2:9]2)=[CH:4][CH:3]=1>O1CCCC1.Cl>[Cl:1][C:2]1[CH:3]=[CH:4][C:5]([C@H:8]2[CH2:9][CH2:10][C@H:11]([CH2:14][CH:15]=[O:16])[CH2:12][CH2:13]2)=[CH:6][CH:7]=1. Reported procedure: 5 g of 1-chloro-4-[trans-4-(2-methoxyvinyl)cyclohexyl]-benzene in 60 ml of tetrahydrofuran and 20 ml of 9 percent hydrochloric acid are stirred at 60° C. for 2 hours. After cooling to room temperature the aqueous phase is extracted with 100 ml of ethyl acetate. The organic phase is washed with water, dried over sodium sulphate, filtered and evaporated. The residue gave 4.6 g of [trans-4-(4-chlorophenyl)cyclohexyl]acetaldehyde. Reactants: C(Cl)(Cl)Cl (chloroform), N (ammonia), Cl.COC=1C=C(C(OC)=N)C=CC1OCC1=CC=C(C=C1)CN1C(C=2C(C1=O)=CC=CC2)=O (methyl 3-methoxy-4-(4-phthalimidomethylbenzyloxy)benzimidate hydrochloride). Run in CO (methanol), CO (methanol). Run at time 24 hour. Product: COC=1C=C(C(=N)N)C=CC1OCC1=CC=C(C=C1)CN1C(C=2C(C1=O)=CC=CC2)=O (3-methoxy-4-(4-phthalimidomethylbenzyloxy)benzamidine). RXN SMILES: C(Cl)(Cl)Cl.Cl.[CH3:6][O:7][C:8]1[CH:9]=[C:10]([CH:15]=[CH:16][C:17]=1[O:18][CH2:19][C:20]1[CH:25]=[CH:24][C:23]([CH2:26][N:27]2[C:31](=[O:32])[C:30]3=[CH:33][CH:34]=[CH:35][CH:36]=[C:29]3[C:28]2=[O:37])=[CH:22][CH:21]=1)[C:11](=[NH:14])OC.[NH3:38]>CO>[CH3:6][O:7][C:8]1[CH:9]=[C:10]([CH:15]=[CH:16][C:17]=1[O:18][CH2:19][C:20]1[CH:25]=[CH:24][C:23]([CH2:26][N:27]2[C:28](=[O:37])[C:29]3=[CH:36][CH:35]=[CH:34][CH:33]=[C:30]3[C:31]2=[O:32])=[CH:22][CH:21]=1)[C:11]([NH2:14])=[NH:38] |f:1.2|. Procedure: To a mixture of 100 ml of chloroform and 100 ml of anhydrous methanol, was added 3.0 g of methyl 3-methoxy-4-(4-phthalimidomethylbenzyloxy)benzimidate hydrochloride followed by 16 ml of a methanol solution of anhydrous ammonia (22 mg/ml). The mixture was stirred for 24 hours and then evaporated to dryness. The residue was dissolved in methanol, then poured into a large volume of chloroform, and filtered from precipitated colorless solids. The filtrate was evaporated to dryness and the residue wa... Starting materials: OCCBr, CC#N, CC(C)O, Nn1cnnc1. The product is [Br-], CCO, Nn1cn[nH+]c1. As a reaction SMILES: [Br:7][CH2:8][CH2:9][OH:10].[CH3:15][C:16]#[N:17].[CH:11]([OH:12])([CH3:13])[CH3:14].[NH2:1][n:2]1[cH:3][n:4][n:5][cH:6]1>>[Br-:7].[CH3:8][CH2:9][OH:10].[NH2:1][n:2]1[cH:3][n:4][nH+:5][cH:6]1. Reactants: [Al+3], Cc1cccc(N=C=O)c1, [Cl-], [Cl-], [Cl-], ClCCl, O=C1NCCO1. Yields the product Cc1cccc(N2CCNC2=O)c1. As a reaction SMILES: [Al+3:18].[CH3:1][c:2]1[cH:3][c:4]([N:8]=[C:9]=[O:10])[cH:5][cH:6][cH:7]1.[Cl-:17].[Cl-:19].[Cl-:20].[Cl:21][CH2:22][Cl:23].[O:11]1[C:12](=[O:16])[NH:13][CH2:14][CH2:15]1>>[CH3:1][c:2]1[cH:3][c:4]([N:8]2[C:9](=[O:10])[NH:13][CH2:14][CH2:15]2)[cH:5][cH:6][cH:7]1.